From a dataset of the Open Reaction Database (ORD), a public repository of structured organic reaction records. describe an organic reaction: reactants, conditions, products, and yield Starting materials: CCOC(C)=O, CCCCCC, CO, Cl, c1csc(C2(N3CCC3)CCC3(CC2)OCCO3)c1. The product is O=C1CCC(c2cccs2)(N2CCC2)CC1. As a reaction SMILES: [CH3:21][CH2:22][O:23][C:24]([CH3:25])=[O:26].[CH3:27][CH2:28][CH2:29][CH2:30][CH2:31][CH3:32].[CH3:33][OH:34].[ClH:1].[s:2]1[c:3]([C:7]2([N:17]3[CH2:18][CH2:19][CH2:20]3)[CH2:8][CH2:9][C:10]3([O:11][CH2:14][CH2:13][O:12]3)[CH2:15][CH2:16]2)[cH:4][cH:5][cH:6]1>>[s:2]1[c:3]([C:7]2([N:17]3[CH2:18][CH2:19][CH2:20]3)[CH2:8][CH2:9][C:10](=[O:11])[CH2:15][CH2:16]2)[cH:4][cH:5][cH:6]1.